From a dataset of the Open Reaction Database (ORD), a public repository of structured organic reaction records. describe an organic reaction: reactants, conditions, products, and yield RXN SMILES: [C:11](=[O:12])([O-:13])[O-:14].[CH3:28][C:29]#[N:30].[Cl:1][c:2]1[c:3]([N+:8](=[O:9])[O-:10])[cH:4][n:5][cH:6][cH:7]1.[K+:15].[K+:16].[N:17]1([C:23](=[O:24])[O:25][CH2:26][CH3:27])[CH2:18][CH2:19][NH:20][CH2:21][CH2:22]1>>[c:2]1([N:20]2[CH2:19][CH2:18][N:17]([C:23](=[O:24])[O:25][CH2:26][CH3:27])[CH2:22][CH2:21]2)[c:3]([N+:8](=[O:9])[O-:10])[cH:4][n:5][cH:6][cH:7]1. Reactants: O=C([O-])[O-], CC#N, O=[N+]([O-])c1cnccc1Cl, [K+], [K+], CCOC(=O)N1CCNCC1. Yields the product CCOC(=O)N1CCN(c2ccncc2[N+](=O)[O-])CC1.